Dataset: the Open Reaction Database (ORD), a public repository of structured organic reaction records. Task: describe an organic reaction: reactants, conditions, products, and yield Starting materials: CC=1C=C(\C=C/C(=O)O)C=CC1 ((Z)-3-methylcinnamic acid), [H][H] (hydrogen), Ru((+)BINAP)-(O2CCH3)2, C1=CC=C(C=C1)P(C2=CC=CC=C2)C3=C(C4=CC=CC=C4C=C3)C5=C(C=CC6=CC=CC=C65)P(C7=CC=CC=C7)C8=CC=CC=C8 ((+)-BINAP). Run in CO (methanol). Yields the product C1(=CC=CC=C1)C(CC(=O)O)C (3-phenylbutyric acid). Isolated yield 100.0%. Reaction SMILES: C[C:2]1[CH:3]=[C:4]([CH:10]=[CH:11][CH:12]=1)/[CH:5]=[CH:6]\[C:7]([OH:9])=[O:8].[CH:13]1C=CC(P(C2C=CC3C(=CC=CC=3)C=2C2C3C(=CC=CC=3)C=CC=2P(C2C=CC=CC=2)C2C=CC=CC=2)C2C=CC=CC=2)=CC=1.[H][H]>CO>[C:4]1([CH:5]([CH3:13])[CH2:6][C:7]([OH:9])=[O:8])[CH:3]=[CH:2][CH:12]=[CH:11][CH:10]=1. Reported procedure: In a 100 ml autoclave, the inside atmosphere of which had previously been replaced with argon, were placed 0.32 g (2 mmoles) of (Z)-3-methylcinnamic acid and 20 ml of methanol. Then, 2.9 mg (0.0034 mmole) of Ru((+)BINAP)-(O2CCH3)2 prepared according to the same manner as in Referential Example 3 except using (+)-BINAP in place of (-)-BINAP was added to the mixture to perform hydrogenation for 70 hours at a hydrogen pressure of 104 kg/cm2 and at a reaction temperature of 25° C. Thereafter, the so... The reactants are C(CCC)N(C(=O)C1=NNC(=C1Cl)C)CCCC (N,N-dibutyl-4-chloro-5-methyl-1H-pyrazole-3-carboxamide), BrC=1C(=NNC1C)C(=O)OCC (ethyl 4-bromo-5-methyl-1H-pyrazole-3-carboxylate). The product is BrC=1C(=NNC1C)C(=O)N(CCCC)CCCC (4-Bromo-N,N-dibutyl-5-methyl-1H-pyrazole-3-carboxamide). The yield is 75.0%. As a reaction SMILES: [CH2:1]([N:5]([CH2:15][CH2:16][CH2:17][CH3:18])[C:6]([C:8]1[C:12](Cl)=[C:11]([CH3:14])[NH:10][N:9]=1)=[O:7])[CH2:2][CH2:3][CH3:4].[Br:19]C1C(C(OCC)=O)=NNC=1C>>[Br:19][C:12]1[C:8]([C:6]([N:5]([CH2:15][CH2:16][CH2:17][CH3:18])[CH2:1][CH2:2][CH2:3][CH3:4])=[O:7])=[N:9][NH:10][C:11]=1[CH3:14]. Reported procedure: Following a procedure analogous to that for the synthesis of Intermediate 1B, ethyl 4-bromo-5-methyl-1H-pyrazole-3-carboxylate (Tabrizi, M. A. et al., Bioorg. Med. Chem., 16:2419-2430 (2008)) (5.68 g, 24.4 mmol) was converted to the title compound (5.79 g, 75%). 1H NMR (CDCl3) δ 3.51 (t, J=7.4 Hz, 2H), 3.38-3.26 (m, 2H), 2.34 (s, 3H), 1.73-1.34 (m, 6H), 1.22-1.13 (m, 2H), 1.03-0.75 (m, 6H); MS(ESI+) m/z 316.2 (M+H)+. The reactants are NC([C@H](CC1=CC=C(C=C1)I)NC(=O)C1(CCOCC1)NC(OC(C)(C)C)=O)=O ((S)-tert-Butyl 4-(1-amino-3-(4-iodophenyl)-1-oxopropan-2-ylcarbamoyl)tetrahydro-2H-pyran-4-ylcarbamate), N1(CCC1)S(=O)(=O)C1=CC=C(C=C1)B(O)O (4-(azetidin-1-ylsulfonyl)phenylboronic acid), C([O-])([O-])=O.[Na+].[Na+] (sodium carbonate). The solvent is C(C)#N (acetonitrile). Conditions: temperature 85 celsius, time 25 hour. Yields the product NC([C@H](CC1=CC=C(C=C1)C1=CC=C(C=C1)S(=O)(=O)N1CCC1)NC(=O)C1(CCOCC1)NC(OC(C)(C)C)=O)=O ((S)-tert-Butyl 4-(1-amino-3-(4′-(azetidin-1-ylsulfonyl)biphenyl-4-yl)-1-oxopropan-2-ylcarbamoyl)tetrahydro-2H-pyran-4-ylcarbamate). Isolated yield 77.9%. Reaction SMILES: [NH2:1][C:2](=[O:29])[C@@H:3]([NH:12][C:13]([C:15]1([NH:21][C:22](=[O:28])[O:23][C:24]([CH3:27])([CH3:26])[CH3:25])[CH2:20][CH2:19][O:18][CH2:17][CH2:16]1)=[O:14])[CH2:4][C:5]1[CH:10]=[CH:9][C:8](I)=[CH:7][CH:6]=1.[N:30]1([S:34]([C:37]2[CH:42]=[CH:41][C:40](B(O)O)=[CH:39][CH:38]=2)(=[O:36])=[O:35])[CH2:33][CH2:32][CH2:31]1.C(=O)([O-])[O-].[Na+].[Na+]>C(#N)C>[NH2:1][C:2](=[O:29])[C@@H:3]([NH:12][C:13]([C:15]1([NH:21][C:22](=[O:28])[O:23][C:24]([CH3:27])([CH3:26])[CH3:25])[CH2:20][CH2:19][O:18][CH2:17][CH2:16]1)=[O:14])[CH2:4][C:5]1[CH:10]=[CH:9][C:8]([C:40]2[CH:41]=[CH:42][C:37]([S:34]([N:30]3[CH2:31][CH2:32][CH2:33]3)(=[O:36])=[O:35])=[CH:38][CH:39]=2)=[CH:7][CH:6]=1 |f:2.3.4|. Procedure: (S)-tert-Butyl 4-(1-amino-3-(4-iodophenyl)-1-oxopropan-2-ylcarbamoyl)tetrahydro-2H-pyran-4-ylcarbamate (Example 1, step (iii), 350 mg) in acetonitrile (7 mL) under nitrogen was treated with 4-(azetidin-1-ylsulfonyl)phenylboronic acid (163 mg) followed by sodium carbonate (0.677 mL). Nitrogen was bubbled through the mixture and 1,1 bis(di-tert-butylphosphino)ferrocene palladium dichloride (10 mg) was added. The mixture was stirred at 85° C. for 25 h. The solvent was partially evaporated and the s... The reactants are COCCNC(C1=CC(=C(C=C1)SC)[N+](=O)[O-])=O (N-(2-methoxyethyl)-4-methylthio-3-nitrobenzamide), [H][H] (hydrogen). The reagents and catalysts are [Pd] (palladium on charcoal). Solvent: C(C)(=O)OCC (ethyl acetate). Yields the product COCCNC(C1=CC(=C(C=C1)SC)N)=O (N-(2-methoxyethyl)-4-methylthio-3-aminobenzamide). Isolated yield 94.9%. As a reaction SMILES: [CH3:1][O:2][CH2:3][CH2:4][NH:5][C:6](=[O:18])[C:7]1[CH:12]=[CH:11][C:10]([S:13][CH3:14])=[C:9]([N+:15]([O-])=O)[CH:8]=1.[H][H]>[Pd].C(OCC)(=O)C>[CH3:1][O:2][CH2:3][CH2:4][NH:5][C:6](=[O:18])[C:7]1[CH:12]=[CH:11][C:10]([S:13][CH3:14])=[C:9]([NH2:15])[CH:8]=1. Reported procedure: A suspension of N-(2-methoxyethyl)-4-methylthio-3-nitrobenzamide (1.6 g) and palladium on charcoal (1.1 g; 5%) in ethyl acetate (60 ml) was shaken under an atmosphere of hydrogen at atmospheric pressure until hydrogen uptake ceased. The mixture was filtered and the residue was rinsed with ethyl acetate. The filtrate was concentrated in vacuo to leave N-(2-methoxyethyl)-4-methylthio-3-aminobenzamide (1.35 g) in the form of an oil that crystallised on standing, m.p. 66°-68° C. [Elemental analysis:...